This data is from the Open Reaction Database (ORD), a public repository of structured organic reaction records. The task is: describe an organic reaction: reactants, conditions, products, and yield Reactants: C(OC1=CC(=NN1C1=NC=CC=N1)C1=CC=C(C=C1)C1=CC(=CC=C1)C1=CC=CC=C1)(OC(C)(C)C)=O (3-(3′-phenylbiphenyl-4-yl)-1-(pyrimidin-2-yl)-1H-pyrazol-5-yl tert-butyl carbonate), C(OC1=CC(=NN1C1=NC=CC=C1)C1=CC=C(C=C1)C1=CC=CC=C1)(OC(C)(C)C)=O (3-(biphenyl-4-yl)-1-(pyridin-2-yl)-1H-pyrazol-5-yl tert-butyl carbonate). Product: C1(=CC=CC=C1)C=1C=C(C=CC1)C1=CC=C(C=C1)C1=NN(C(=C1)O)C1=NC=CC=N1 (3-(3′-phenylbiphenyl-4-yl)-1-(pyrimidin-2-yl)-1H-pyrazol-5-ol). The yield is 93.0%. RXN SMILES: C(=O)(OC(C)(C)C)[O:2][C:3]1[N:7]([C:8]2[N:13]=[CH:12][CH:11]=[CH:10][N:9]=2)[N:6]=[C:5]([C:14]2[CH:19]=[CH:18][C:17]([C:20]3[CH:25]=[CH:24][CH:23]=[C:22]([C:26]4[CH:31]=[CH:30][CH:29]=[CH:28][CH:27]=4)[CH:21]=3)=[CH:16][CH:15]=2)[CH:4]=1.C(=O)(OC(C)(C)C)OC1N(C2C=CC=CN=2)N=C(C2C=CC(C3C=CC=CC=3)=CC=2)C=1>>[C:26]1([C:22]2[CH:21]=[C:20]([C:17]3[CH:16]=[CH:15][C:14]([C:5]4[CH:4]=[C:3]([OH:2])[N:7]([C:8]5[N:9]=[CH:10][CH:11]=[CH:12][N:13]=5)[N:6]=4)=[CH:19][CH:18]=3)[CH:25]=[CH:24][CH:23]=2)[CH:27]=[CH:28][CH:29]=[CH:30][CH:31]=1. Reported procedure: The title compound was prepared in the same manner as in Example D-1, except that an equimolar amount of Compound 50 of Example C-24 was used in place of Compound 27 of Example C-1. The reactants are CN(C=CC1=CC(=NC=C1[N+](=O)[O-])N1N=CN=C1)C (N,N-Dimethyl-2-(5-nitro-2-(1,2,4-triazol-1-yl)pyridin-4-yl)ethenamine), [H][H] (hydrogen). The reagents and catalysts are [Pt]=O (platinum oxide). Run in C(C)O (ethanol). Yields the product N1(N=CN=C1)C=1C=C2C(=CN1)NC=C2 (5-(1,2,4-Triazol-1-yl)-1H-pyrrolo[2,3-c]pyridine). The yield is 50.3%. As a reaction SMILES: CN(C)[CH:3]=[CH:4][C:5]1[C:10]([N+:11]([O-])=O)=[CH:9][N:8]=[C:7]([N:14]2[CH:18]=[N:17][CH:16]=[N:15]2)[CH:6]=1.[H][H]>C(O)C.[Pt]=O>[N:14]1([C:7]2[CH:6]=[C:5]3[CH:4]=[CH:3][NH:11][C:10]3=[CH:9][N:8]=2)[CH:18]=[N:17][CH:16]=[N:15]1. Procedure details: N,N-Dimethyl-2-(5-nitro-2-(1,2,4-triazol-1-yl)pyridin-4-yl)ethenamine (8 g, 31 mmol) was hydrogenated over platinum oxide (1.6 g) in ethanol (150 mL) at 30 psi of hydrogen for 1 hour. The catalyst was removed by filtration and the solvent evaporated in vacuo. The residue was chromatographed on silica eluting with ethyl acetate to afford an orange/brown solid. This was triturated with ether and the precipitate collected by filtration to give the title compound (2.89 g, 51%) as a pink solid. mp 20...